This data is from the Open Reaction Database (ORD), a public repository of structured organic reaction records. The task is: describe an organic reaction: reactants, conditions, products, and yield The reactants are C[Si](C)(C)[N-][Si](C)(C)C, CI, CCOC(C)=O, CN(C)C=O, CC(C(=O)N(C)c1ccccc1N(C)c1ccccc1)c1cc(C(F)(F)F)cc(C(F)(F)F)c1, [K+]. Product: CN(C(=O)C(C)(C)c1cc(C(F)(F)F)cc(C(F)(F)F)c1)c1ccccc1N(C)c1ccccc1. As a reaction SMILES: [CH3:35][Si:36]([CH3:37])([CH3:38])[N-:39][Si:40]([CH3:41])([CH3:42])[CH3:43].[CH3:45][I:46].[CH3:47][CH2:48][O:49][C:50](=[O:51])[CH3:52].[CH3:53][N:54]([CH3:55])[CH:56]=[O:57].[F:1][C:2]([c:3]1[cH:4][c:5]([CH:13]([C:14](=[O:15])[N:16]([c:17]2[c:18]([N:23]([c:24]3[cH:25][cH:26][cH:27][cH:28][cH:29]3)[CH3:30])[cH:19][cH:20][cH:21][cH:22]2)[CH3:31])[CH3:32])[cH:6][c:7]([C:9]([F:10])([F:11])[F:12])[cH:8]1)([F:33])[F:34].[K+:44]>>[F:1][C:2]([c:3]1[cH:4][c:5]([C:13]([C:14](=[O:15])[N:16]([c:17]2[c:18]([N:23]([c:24]3[cH:25][cH:26][cH:27][cH:28][cH:29]3)[CH3:30])[cH:19][cH:20][cH:21][cH:22]2)[CH3:31])([CH3:32])[CH3:35])[cH:6][c:7]([C:9]([F:10])([F:11])[F:12])[cH:8]1)([F:33])[F:34]. Run at time 2.5 hour. As a reaction SMILES: Br[CH2:2][C:3]1[CH:7]=[CH:6][S:5][C:4]=1[C:8]([CH3:10])=[O:9].CC(C)=O.[N-:15]=[N+:16]=[N-:17].[Na+]>O>[N:15]([CH2:2][C:3]1[CH:7]=[CH:6][S:5][C:4]=1[C:8]([CH3:10])=[O:9])=[N+:16]=[N-:17] |f:2.3|. Procedure details: To a solution of methyl 3-bromomethyl-2-thienyl ketone (5 g., 0.023 mole) in 42 ml. of acetone and 4 ml. of water was added sodium azide (1.56 g., 0.024 mole) with caution (exothermic!). The resulting solution was stirred at room temperature for 2.5 hours, the acetone evaporated, the residue diluted with water and extracted with diethyl ether. The combined extracts were washed with water, saturated sodium bicarbonate solution and saturated sodium chloride solution, dried over magnesium sulfate a... The product is N(=[N+]=[N-])CC1=C(SC=C1)C(=O)C (Methyl 3-Azidomethyl-2-thienyl Ketone). Reactants: BrCC1=C(SC=C1)C(=O)C (methyl 3-bromomethyl-2-thienyl ketone), yellow oil, [N-]=[N+]=[N-].[Na+] (sodium azide), CC(=O)C (acetone). Run in O (water). Starting materials: N1=CC(=CC=C1)C=O (3-pyridinecarboxaldehyde), 4A, C1(=CC=CC=C1)S(=O)(=O)N (benzenesulfonamide), O.C1(=CC=C(C=C1)S(=O)(=O)O)C (p-toluenesulfonic acid monohydrate). Solvent: C1(=CC=CC=C1)C (toluene). Reaction conditions: temperature 40 celsius. The product is N1=C(C=CC=C1)C=C1CC(=CC=C1)S(=O)(=O)N (3-Pyridinylmethylene1benzenesulfonamide). As a reaction SMILES: [N:1]1[CH:6]=[CH:5][CH:4]=[C:3](C=O)[CH:2]=1.[C:9]1([S:15]([NH2:18])(=[O:17])=[O:16])[CH:14]=[CH:13][CH:12]=[CH:11][CH:10]=1.O.[C:20]1(C)C=CC(S(O)(=O)=O)=CC=1>C1(C)C=CC=CC=1>[N:1]1[CH:2]=[CH:3][CH:4]=[CH:5][C:6]=1[CH:20]=[C:11]1[CH:12]=[CH:13][CH:14]=[C:9]([S:15]([NH2:18])(=[O:17])=[O:16])[CH2:10]1 |f:2.3|. Procedure details: A stirred mixture consisting of 4.00 g (37 mmol) of 3-pyridinecarboxaldehyde, 5.88 g (37 mmol) of benzenesulfonamide and 20 mg of p-toluenesulfonic acid monohydrate in 120 mL of toluene was heated to reflux under a blanket of nitrogen. The reaction vessel was equipped with a Soxhlet extractor containing 4A molecular sieves. After heating 18 hours, the mixture was allowed to cool to approximately 40° C. and was filtered to remove colored impurities. Addition of hexane to the filtrate led to preci... Starting materials: CCO, CCOC(=O)CNc1ccc(C(=O)c2c(C)c(OC)c3ccccn23)cc1OC, [Na+], [OH-]. The product is COc1cc(C(=O)c2c(C)c(OC)c3ccccn23)ccc1NCC(=O)O. As a reaction SMILES: [CH3:32][CH2:33][OH:34].[CH3:3][O:4][c:5]1[c:6]([NH:7][CH2:8][C:9](=[O:10])[O:11][CH2:12][CH3:13])[cH:14][cH:15][c:16]([C:18](=[O:19])[c:20]2[c:21]([CH3:31])[c:22]([O:29][CH3:30])[c:23]3[cH:24][cH:25][cH:26][cH:27][n:28]23)[cH:17]1.[Na+:2].[OH-:1]>>[CH3:3][O:4][c:5]1[c:6]([NH:7][CH2:8][C:9](=[O:10])[OH:11])[cH:14][cH:15][c:16]([C:18](=[O:19])[c:20]2[c:21]([CH3:31])[c:22]([O:29][CH3:30])[c:23]3[cH:24][cH:25][cH:26][cH:27][n:28]23)[cH:17]1. Starting materials: ClC=1C=C(N)C(=CC1Cl)F (3,4-Dichloro-6-fluoroaniline), ClC1=NC=NC2=CC(=C(C=C12)[N+](=O)[O-])F (4-chloro-7-fluoro-6-nitroquinazoline). Run in C(C)(C)O (iso-propylalcohol). Product: ClC=1C=C(C(=CC1Cl)F)NC1=NC=NC2=CC(=C(C=C12)[N+](=O)[O-])F (4-[(3,4-dichloro-6-fluorophenyl)amino]-7-fluoro-6-nitroquinazoline). The yield is 78.0%. As a reaction SMILES: [Cl:1][C:2]1[CH:3]=[C:4]([C:6]([F:10])=[CH:7][C:8]=1[Cl:9])[NH2:5].Cl[C:12]1[C:21]2[C:16](=[CH:17][C:18]([F:25])=[C:19]([N+:22]([O-:24])=[O:23])[CH:20]=2)[N:15]=[CH:14][N:13]=1>C(O)(C)C>[Cl:1][C:2]1[CH:3]=[C:4]([NH:5][C:12]2[C:21]3[C:16](=[CH:17][C:18]([F:25])=[C:19]([N+:22]([O-:24])=[O:23])[CH:20]=3)[N:15]=[CH:14][N:13]=2)[C:6]([F:10])=[CH:7][C:8]=1[Cl:9]. Procedure details: 3,4-Dichloro-6-fluoroaniline (1 equivalent) was reacted with 4-chloro-7-fluoro-6-nitroquinazoline (3.5 equivalents), in iso-propylalcohol. After filtration, 4-[(3,4-dichloro-6-fluorophenyl)amino]-7-fluoro-6-nitroquinazoline was obtained in 78% yield. Reactants: Cc1cc(Br)c(C)cc1N, CC(C)(C)C(=O)Cl, c1ccncc1. The product is Cc1cc(NC(=O)C(C)(C)C)c(C)cc1Br. As a reaction SMILES: [Br:1][c:2]1[cH:3][c:4]([CH3:10])[c:5]([NH2:6])[cH:7][c:8]1[CH3:9].[C:11]([C:12]([CH3:13])([CH3:14])[CH3:15])(=[O:16])[Cl:17].[cH:18]1[cH:19][cH:20][n:21][cH:22][cH:23]1>>[Br:1][c:2]1[cH:3][c:4]([CH3:10])[c:5]([NH:6][C:11]([C:12]([CH3:13])([CH3:14])[CH3:15])=[O:16])[cH:7][c:8]1[CH3:9].